From a dataset of the Open Reaction Database (ORD), a public repository of structured organic reaction records. describe an organic reaction: reactants, conditions, products, and yield Reactants: C[C@H]1N(CCC1)C=1C(=NC2=CC=C(C=C2N1)C(=O)OC)OS(=O)(=O)C(F)(F)F ((R)-methyl 3-(2-methylpyrrolidin-1-yl)-2-(trifluoromethylsulfonyloxy)quinoxaline-6-carboxylate), O1COC2=C1C=CC(=C2)B2OC(C(O2)(C)C)(C)C (2-(benzo[d][1,3]dioxol-5-yl)-4,4,5,5-tetramethyl-1,3,2-dioxaborolane), [O-]P(=O)([O-])[O-].[K+].[K+].[K+] (K3PO4). The reagents and catalysts are O (water), C=1C=CC(=CC1)[P](C=2C=CC=CC2)(C=3C=CC=CC3)[Pd]([P](C=4C=CC=CC4)(C=5C=CC=CC5)C=6C=CC=CC6)([P](C=7C=CC=CC7)(C=8C=CC=CC8)C=9C=CC=CC9)[P](C=1C=CC=CC1)(C=1C=CC=CC1)C=1C=CC=CC1 (Pd(PPh3)4). Solvent: O1CCOCC1 (dioxane). Run at temperature 90 celsius, time 1 hour. The product is O1COC2=C1C=CC(=C2)C2=NC1=CC=C(C=C1N=C2N2[C@@H](CCC2)C)C(=O)OC ((R)-methyl 2-(benzo[d][1,3]dioxol-5-yl)-3-(2-methylpyrrolidin-1-yl)quinoxaline-6-carboxylate). The yield is 51.4%. RXN SMILES: [CH3:1][C@@H:2]1[CH2:6][CH2:5][CH2:4][N:3]1[C:7]1[C:8](OS(C(F)(F)F)(=O)=O)=[N:9][C:10]2[C:15]([N:16]=1)=[CH:14][C:13]([C:17]([O:19][CH3:20])=[O:18])=[CH:12][CH:11]=2.[O:29]1[C:33]2[CH:34]=[CH:35][C:36](B3OC(C)(C)C(C)(C)O3)=[CH:37][C:32]=2[O:31][CH2:30]1.[O-]P([O-])([O-])=O.[K+].[K+].[K+]>O1CCOCC1.O.C1C=CC([P]([Pd]([P](C2C=CC=CC=2)(C2C=CC=CC=2)C2C=CC=CC=2)([P](C2C=CC=CC=2)(C2C=CC=CC=2)C2C=CC=CC=2)[P](C2C=CC=CC=2)(C2C=CC=CC=2)C2C=CC=CC=2)(C2C=CC=CC=2)C2C=CC=CC=2)=CC=1>[O:29]1[C:33]2[CH:34]=[CH:35][C:36]([C:8]3[C:7]([N:3]4[CH2:4][CH2:5][CH2:6][C@H:2]4[CH3:1])=[N:16][C:15]4[C:10](=[CH:11][CH:12]=[C:13]([C:17]([O:19][CH3:20])=[O:18])[CH:14]=4)[N:9]=3)=[CH:37][C:32]=2[O:31][CH2:30]1 |f:2.3.4.5,^1:65,67,86,105|. Procedure: To a solution of (R)-methyl 3-(2-methylpyrrolidin-1-yl)-2-(trifluoromethylsulfonyloxy)quinoxaline-6-carboxylate (250 mg, crude) in dioxane (5 mL) was added 2-(benzo[d][1,3]dioxol-5-yl)-4,4,5,5-tetramethyl-1,3,2-dioxaborolane (250 mg, 1.51 mmol), K3PO4 (380 mg, 1.79 mmol), Pd(PPh3)4 (35 mg, 0.03 mmol) and water (5 drops). The resulting solution was stirred for 1 h at 90° C. and then concentrated under vacuum to give a residue, which was purified via silica gel chromatography (1%-5% ethyl acetate ... The reactants are O=C(CC(=O)OC)NC1=C(CCCC1)C(=O)OCC (methyl 3-oxo-3-[(2-ethoxycarbonylcyclohexen-1-yl)amino]propanoate), O=C(CC(=O)OC)NC1=C(CCCC1)C(=O)OC (methyl 3-oxo-3-[(2-methoxycarbonylcyclohexen-1-yl)amino]propanoate). Yields the product OC1=C(C(NC=2CCCCC12)=O)C(=O)OC (methyl 1,2,5,6,7,8-hexahydro-4-hydroxy-2-oxoquinoline-3-carboxylate). As a reaction SMILES: [O:1]=[C:2]([NH:8][C:9]1[CH2:14][CH2:13][CH2:12][CH2:11][C:10]=1[C:15]([O:17]CC)=O)[CH2:3][C:4]([O:6][CH3:7])=[O:5].O=C(NC1CCCCC=1C(OC)=O)CC(OC)=O>>[OH:17][C:15]1[C:10]2[CH2:11][CH2:12][CH2:13][CH2:14][C:9]=2[NH:8][C:2](=[O:1])[C:3]=1[C:4]([O:6][CH3:7])=[O:5]. Reported procedure: Using the general method of Example 1 Part D, a mixture of methyl 3-oxo-3-[(2-ethoxycarbonylcyclohexen-1-yl)amino]propanoate and methyl 3-oxo-3-[(2-methoxycarbonylcyclohexen-1-yl)amino]propanoate (43.2 g, 0.16 mole) was cyclized to provide 35.5 g of methyl 1,2,5,6,7,8-hexahydro-4-hydroxy-2-oxoquinoline-3-carboxylate as an off white solid. Starting materials: C(=O)([O-])[O-].[Cs+].[Cs+] (Cs2CO3), solution, C(C)OC1=CC=C(C=C1)C1=C(N=C2N(C1=O)C=CS2)C (6-(4-Ethoxyphenyl)-7-methyl-5H-[1,3]thiazolo[3,2-a]pyrimidin-5-one), C1(CC1)CBr (cyclopropylmethyl bromide). Run in CN(C)C=O (DMF), C(C)(=O)OCC (ethyl acetate). Run at temperature 80 celsius. The product is C1(CC1)COC1=CC=C(C=C1)C1=C(N=C2N(C1=O)C=CS2)C (6-(4-Cyclopropylmethoxyphenyl)-7-methyl-5H-[1,3]thiazolo[3,2-a]pyrimidin-5-one). Reaction SMILES: [CH2:1]([O:3][C:4]1[CH:9]=[CH:8][C:7]([C:10]2[C:15](=[O:16])[N:14]3[CH:17]=[CH:18][S:19][C:13]3=[N:12][C:11]=2[CH3:20])=[CH:6][CH:5]=1)[CH3:2].[CH:21]1(CBr)C[CH2:22]1.C([O-])([O-])=O.[Cs+].[Cs+]>CN(C=O)C.C(OCC)(=O)C>[CH:2]1([CH2:1][O:3][C:4]2[CH:5]=[CH:6][C:7]([C:10]3[C:15](=[O:16])[N:14]4[CH:17]=[CH:18][S:19][C:13]4=[N:12][C:11]=3[CH3:20])=[CH:8][CH:9]=2)[CH2:22][CH2:21]1 |f:2.3.4|. Procedure: To a solution of Step 1 intermediate from Intermediate 10 (500 mg, 1.932 mmol) in DMF (5 ml) was added cyclopropylmethyl bromide (0.313 g, 2.321 mmol) at room temperature followed by Cs2CO3 (1.88 g, 5.770 mmol) and the reaction temperature was heated to 80° C. for 15.0 h overnight. The reaction mixture was diluted with ethyl acetate, washed with water and brine and purified by column chromatography using 1% methanol in chloroform to afford the desired compound; 1H NMR (300 MHz, CDCl3) δ 0.35-0.3... The reactants are O=C(c1ncc[nH]1)c1ncc[nH]1, C1CCC2=NCCCN2CC1, CCCCc1nn(-c2ccccc2C(F)(F)F)c(=O)n1Cc1ccc(-c2ccccc2S(N)(=O)=O)cc1, C1CCOC1, CC1(C)CC1C(=O)O. The product is CCCCc1nn(-c2ccccc2C(F)(F)F)c(=O)n1Cc1ccc(-c2ccccc2S(=O)(=O)NC(=O)C2CC2(C)C)cc1. Reaction SMILES: [C:9]([c:10]1[nH:11][cH:12][cH:13][n:14]1)([c:15]1[nH:16][cH:17][cH:18][n:19]1)=[O:20].[CH2:21]1[CH2:22][CH2:23][C:24]2=[N:29][CH2:28][CH2:27][CH2:26][N:25]2[CH2:30][CH2:31]1.[CH2:32]([CH2:33][CH2:34][CH3:35])[c:36]1[n:37]([CH2:52][c:53]2[cH:54][cH:55][c:56](-[c:59]3[c:60]([S:65]([NH2:66])(=[O:67])=[O:68])[cH:61][cH:62][cH:63][cH:64]3)[cH:57][cH:58]2)[c:38](=[O:51])[n:39](-[c:41]2[c:42]([C:47]([F:48])([F:49])[F:50])[cH:43][cH:44][cH:45][cH:46]2)[n:40]1.[CH2:69]1[O:70][CH2:71][CH2:72][CH2:73]1.[CH3:1][C:2]1([CH3:8])[CH:3]([C:5](=[O:6])[OH:7])[CH2:4]1>>[CH3:1][C:2]1([CH3:8])[CH:3]([C:5](=[O:6])[NH:66][S:65]([c:60]2[c:59](-[c:56]3[cH:55][cH:54][c:53]([CH2:52][n:37]4[c:36]([CH2:32][CH2:33][CH2:34][CH3:35])[n:40][n:39](-[c:41]5[c:42]([C:47]([F:48])([F:49])[F:50])[cH:43][cH:44][cH:45][cH:46]5)[c:38]4=[O:51])[cH:58][cH:57]3)[cH:64][cH:63][cH:62][cH:61]2)(=[O:67])=[O:68])[CH2:4]1. Reactants: ClC1=C(C=NC=2N1N=CC2C(=O)OCC)C(=O)N2CCC(CC2)C2=CC=C(C=C2)F (7-Chloro-3-ethoxycarbonyl-6-[4-(4-fluorophenyl)piperidine-1-carbonyl]pyrazolo[1,5-a]pyrimidine), FC1=CC(=C(N)C=C1)C (4-fluoro-2-methylaniline). Product: C(C)OC(=O)C=1C=NN2C1N=CC(=C2NC2=C(C=C(C=C2)F)C)C(=O)N2CCC(CC2)C2=CC=C(C=C2)F (3-Ethoxycarbonyl-7-(4-fluoro-2-methylphenylamino)-6-[4-(4-fluorophenyl)piperidine-1-carbonyl]pyrazolo[1,5-a]pyrimidine). Yield: 95.4%. Reaction SMILES: Cl[C:2]1[N:7]2[N:8]=[CH:9][C:10]([C:11]([O:13][CH2:14][CH3:15])=[O:12])=[C:6]2[N:5]=[CH:4][C:3]=1[C:16]([N:18]1[CH2:23][CH2:22][CH:21]([C:24]2[CH:29]=[CH:28][C:27]([F:30])=[CH:26][CH:25]=2)[CH2:20][CH2:19]1)=[O:17].[F:31][C:32]1[CH:38]=[CH:37][C:35]([NH2:36])=[C:34]([CH3:39])[CH:33]=1>>[CH2:14]([O:13][C:11]([C:10]1[CH:9]=[N:8][N:7]2[C:2]([NH:36][C:35]3[CH:37]=[CH:38][C:32]([F:31])=[CH:33][C:34]=3[CH3:39])=[C:3]([C:16]([N:18]3[CH2:23][CH2:22][CH:21]([C:24]4[CH:29]=[CH:28][C:27]([F:30])=[CH:26][CH:25]=4)[CH2:20][CH2:19]3)=[O:17])[CH:4]=[N:5][C:6]=12)=[O:12])[CH3:15]. Procedure: In the same manner as in Example 19, step 5 and using 7-chloro-3-ethoxycarbonyl-6-[4-(4-fluorophenyl)piperidine-1-carbonyl]pyrazolo[1,5-a]pyrimidine (0.10 g, 0.23 mmol) obtained in Example 81, step 2 and 4-fluoro-2-methylaniline (0.044 g, 0.35 mmol), the title compound (0.114 g, 96%) was obtained. Reactants: Brc1cnn(C2CCCCO2)c1, C1CCOC1, [Li]CCCC, CN(C)C=O, O. Reaction SMILES: [Br:1][c:2]1[cH:3][n:4][n:5]([CH:7]2[O:8][CH2:9][CH2:10][CH2:11][CH2:12]2)[cH:6]1.[CH2:24]1[O:25][CH2:26][CH2:27][CH2:28]1.[CH3:13][CH2:14][CH2:15][CH2:16][Li:17].[O:18]=[CH:19][N:20]([CH3:21])[CH3:22].[OH2:23]>>[c:2]1([CH:19]=[O:18])[cH:3][n:4][n:5]([CH:7]2[O:8][CH2:9][CH2:10][CH2:11][CH2:12]2)[cH:6]1. Yields the product O=Cc1cnn(C2CCCCO2)c1. The reactants are COC(=O)[C@@H]1C[C@H](CN1C(=O)OCc2ccccc2)OC(=O)N3Cc4cccc(Br)c4C3, CC1(C)OB(OC1(C)C)c2cn(c3ncccc23)S(=O)(=O)c4ccccc4. Reagents/catalysts: CCN=P(N=P(N(C)C)(N(C)C)N(C)C)(N(C)C)N(C)C (P2-Et), CC(C)c1cc(C(C)C)c(-c2ccccc2[PH](C(C)(C)C)(C(C)(C)C)[Pd]2(OS(C)(=O)=O)Nc3ccccc3-c3ccccc32)c(C(C)C)c1 (tBuXphos G3). Run in CS(C)=O (DMSO), O (water), CS(C)=O (DMSO), CS(C)=O (DMSO), CS(C)=O (DMSO). Run at time 22 hour. Yields the product COC(=O)[C@@H]1C[C@H](CN1C(=O)OCc2ccccc2)OC(=O)N3Cc4cccc(c4C3)c5cn(c6ncccc56)S(=O)(=O)c7ccccc7, COC(=O)[C@@H]1C[C@H](CN1C(=O)OCc2ccccc2)OC(=O)N3Cc4cccc(Br)c4C3, c1ccc(-c2ccccc2)cc1. Starting materials: FC(C(=O)O)(F)F.ClC1=NC(=C(C(=N1)C)COC1=C(C=CC(=C1)C(C)C)C)N1CCNCC1 (2-chloro-5-(5-isopropyl-2-methyl-phenoxymethyl)-4-methyl-6-piperazin-1-yl-pyrimidine trifluoroacetic acid salt), BrCC(=O)N (2-bromoacetamide), C([O-])([O-])=O.[K+].[K+] (potassium carbonate). Solvent: CC(=O)N(C)C (DMA). Reaction conditions: time 3 hour. Product: ClC1=NC(=C(C(=N1)N1CCN(CC1)CC(=O)N)COC1=C(C=CC(=C1)C(C)C)C)C (2-{4-[2-chloro-5-(5-isopropyl-2-methyl-phenoxymethyl)-6-methyl-pyrimidin-4-yl]-piperazin-1-yl}-acetamide). As a reaction SMILES: FC(F)(F)C(O)=O.[Cl:8][C:9]1[N:14]=[C:13]([CH3:15])[C:12]([CH2:16][O:17][C:18]2[CH:23]=[C:22]([CH:24]([CH3:26])[CH3:25])[CH:21]=[CH:20][C:19]=2[CH3:27])=[C:11]([N:28]2[CH2:33][CH2:32][NH:31][CH2:30][CH2:29]2)[N:10]=1.Br[CH2:35][C:36]([NH2:38])=[O:37].C(=O)([O-])[O-].[K+].[K+]>CC(N(C)C)=O>[Cl:8][C:9]1[N:10]=[C:11]([N:28]2[CH2:29][CH2:30][N:31]([CH2:35][C:36]([NH2:38])=[O:37])[CH2:32][CH2:33]2)[C:12]([CH2:16][O:17][C:18]2[CH:23]=[C:22]([CH:24]([CH3:25])[CH3:26])[CH:21]=[CH:20][C:19]=2[CH3:27])=[C:13]([CH3:15])[N:14]=1 |f:0.1,3.4.5|. Procedure: A mixture of 2-chloro-5-(5-isopropyl-2-methyl-phenoxymethyl)-4-methyl-6-piperazin-1-yl-pyrimidine trifluoroacetic acid salt (722 mg), 2-bromoacetamide (290 mg, 2.11 mmol) and potassium carbonate (871 mg, 6.30 mmol) in DMA (10 mL) is stirred at room temperature for 3 h. The reaction mixture is partitioned between EtOAc (30 mL) and water (10 mL), the organic layer is separated, washed with water (10 mL×2), brine (10 mL), dried over sodium sulfate, filtered and evaporated at reduced pressure to yie...